This data is from the Open Reaction Database (ORD), a public repository of structured organic reaction records. The task is: describe an organic reaction: reactants, conditions, products, and yield Starting materials: CN(C)C=O, N#CC(C#N)Cc1ccc(C(F)(F)F)cc1, [H-], FC(F)(F)CCCI, [Na+]. Yields the product N#CC(C#N)(CCCC(F)(F)F)Cc1ccc(C(F)(F)F)cc1. As a reaction SMILES: [CH3:27][N:28]([CH3:29])[CH:30]=[O:31].[F:1][C:2]([c:3]1[cH:4][cH:5][c:6]([CH2:7][CH:8]([C:9]#[N:10])[C:11]#[N:12])[cH:13][cH:14]1)([F:15])[F:16].[H-:17].[I:19][CH2:20][CH2:21][CH2:22][C:23]([F:24])([F:25])[F:26].[Na+:18]>>[F:1][C:2]([c:3]1[cH:4][cH:5][c:6]([CH2:7][C:8]([C:9]#[N:10])([C:11]#[N:12])[CH2:20][CH2:21][CH2:22][C:23]([F:24])([F:25])[F:26])[cH:13][cH:14]1)([F:15])[F:16]. Reactants: FC(C(=O)O)(F)F (trifluoroacetic acid), C1(=CC=CC=C1)SC (thioanisole), OC=1C=C(C(=O)NN2C(C(N(CC2)S(=O)(=O)NC(=O)N2C([C@H](C2)NC(OCC2=CC=CC=C2)=O)=O)=O)=O)C=CC1O ((S)-[1-[[[[4-[(3,4-dihydroxybenzoyl)amino]-2,3-dioxo-1-piperazinyl]sulfonyl]amino]carbonyl]-2-oxo-3-azetidinyl]carbamic acid, phenylmethyl ester). Solvent: CCOCC (ether). Reaction conditions: temperature 10 celsius, time 8 hour. Product: FC(C(=O)O)(F)F.N[C@@H]1C(N(C1)C(=O)NS(=O)(=O)N1C(C(N(CC1)NC(C1=CC(=C(C=C1)O)O)=O)=O)=O)=O ((S)-3-Amino-N-[[4-[(3,4-dihydroxybenzoyl)amino]-2,3-dioxo-1-piperazinyl]sulfonyl]-2-oxo-1-azetidinecarboxamide, trifluoroacetate salt). RXN SMILES: [F:1][C:2]([F:7])([F:6])[C:3]([OH:5])=[O:4].C1(SC)C=CC=CC=1.[OH:16][C:17]1[CH:18]=[C:19]([CH:53]=[CH:54][C:55]=1[OH:56])[C:20]([NH:22][N:23]1[CH2:28][CH2:27][N:26]([S:29]([NH:32][C:33]([N:35]2[CH2:38][C@H:37]([NH:39]C(=O)OCC3C=CC=CC=3)[C:36]2=[O:50])=[O:34])(=[O:31])=[O:30])[C:25](=[O:51])[C:24]1=[O:52])=[O:21]>CCOCC>[F:1][C:2]([F:7])([F:6])[C:3]([OH:5])=[O:4].[NH2:39][C@H:37]1[CH2:38][N:35]([C:33]([NH:32][S:29]([N:26]2[CH2:27][CH2:28][N:23]([NH:22][C:20](=[O:21])[C:19]3[CH:53]=[CH:54][C:55]([OH:56])=[C:17]([OH:16])[CH:18]=3)[C:24](=[O:52])[C:25]2=[O:51])(=[O:30])=[O:31])=[O:34])[C:36]1=[O:50] |f:4.5|. Procedure: To a mixture of 12 ml of trifluoroacetic acid and 3 ml of thioanisole was added 2.92 g (4.94 mmol) of (S)-[1-[[[[4-[(3,4-dihydroxybenzoyl)amino]-2,3-dioxo-1-piperazinyl]sulfonyl]amino]carbonyl]-2-oxo-3-azetidinyl]carbamic acid, phenylmethyl ester at 0° C. After stirring overnight at 10° C., 150 ml of ether was added and the resulting precipitate was filtered off, washed with ether and dried in vacuo. For further purification, the salt was triturated two times with dichloromethane; yield: 2.56 g;... The reactants are BrN1C(CCC1=O)=O (N-bromo-succinimide), FC(OC1=CC=C(C=C1)C)F (4-difluoromethoxytoluene), N(=NC(C#N)(C)C)C(C#N)(C)C (azobisisobutyronitrile). The solvent is C(Cl)(Cl)(Cl)Cl (CCl4). Conditions: time 8 hour. Yields the product FC(OC1=CC=C(CBr)C=C1)F (4-difluoromethoxy-benzyl bromide). Yield: 62.6%. As a reaction SMILES: [F:1][CH:2]([F:11])[O:3][C:4]1[CH:9]=[CH:8][C:7]([CH3:10])=[CH:6][CH:5]=1.[Br:12]N1C(=O)CCC1=O.N(C(C)(C)C#N)=NC(C)(C)C#N>C(Cl)(Cl)(Cl)Cl>[F:1][CH:2]([F:11])[O:3][C:4]1[CH:9]=[CH:8][C:7]([CH2:10][Br:12])=[CH:6][CH:5]=1. Procedure details: 270 g of 4-difluoromethoxytoluene in 800 ml of CCl4 were initially introduced and 300 g of N-bromo-succinimide were added. After adding a pinch of azobisisobutyronitrile, the mixture was heated to the reflux temperature. After 8hours, it was cooled, the insoluble succinimide was filtered off and the residue on the filter was washed with CCl4. The carbon tetrachloride was distilled off from the reaction solution and the crude product was purified by fractional distillation. 250 g of 4-difluoromet... Reactants: Cc1nc(C(F)(F)F)ccc1Cn1nc2c(Br)c(Cl)ccn2c1=O, CC1(C)OB(c2ccncc2)OC1(C)C, Cc1ccccc1, [Na+], [Na+], O=C([O-])[O-], O. Yields the product Cc1nc(C(F)(F)F)ccc1Cn1nc2c(-c3ccncc3)c(Cl)ccn2c1=O. Reaction SMILES: [Br:1][c:2]1[c:3]2[n:4]([cH:5][cH:6][c:7]1[Cl:8])[c:9](=[O:24])[n:10]([CH2:12][c:13]1[c:14]([CH3:23])[n:15][c:16]([C:19]([F:20])([F:21])[F:22])[cH:17][cH:18]1)[n:11]2.[CH3:25][C:26]1([CH3:27])[C:28]([CH3:29])([CH3:30])[O:31][B:32]([c:33]2[cH:34][cH:35][n:36][cH:37][cH:38]2)[O:39]1.[CH3:46][c:47]1[cH:48][cH:49][cH:50][cH:51][cH:52]1.[Na+:40].[Na+:41].[O-:42][C:43](=[O:44])[O-:45].[OH2:53]>>[c:2]1(-[c:33]2[cH:34][cH:35][n:36][cH:37][cH:38]2)[c:3]2[n:4]([cH:5][cH:6][c:7]1[Cl:8])[c:9](=[O:24])[n:10]([CH2:12][c:13]1[c:14]([CH3:23])[n:15][c:16]([C:19]([F:20])([F:21])[F:22])[cH:17][cH:18]1)[n:11]2. The reactants are C(CCCCCCC)C1=CC=C(C=CC(=O)O)C=C1 (p-n-octylcinnamic acid), S(=O)(Cl)Cl (thionyl chloride). The product is C(CCCCCCC)C1=CC=C(C=CC(=O)Cl)C=C1 (p-n-octylcinnamic acid chloride). RXN SMILES: [CH2:1]([C:9]1[CH:19]=[CH:18][C:12]([CH:13]=[CH:14][C:15](O)=[O:16])=[CH:11][CH:10]=1)[CH2:2][CH2:3][CH2:4][CH2:5][CH2:6][CH2:7][CH3:8].S(Cl)([Cl:22])=O>>[CH2:1]([C:9]1[CH:19]=[CH:18][C:12]([CH:13]=[CH:14][C:15]([Cl:22])=[O:16])=[CH:11][CH:10]=1)[CH2:2][CH2:3][CH2:4][CH2:5][CH2:6][CH2:7][CH3:8]. Reported procedure: 1.8 G. of p-n-octylcinnamic acid, prepared in a manner analogous to that described in Example 1, are boiled in 25 ml. of thionyl chloride for 30 minutes. The excess thionyl chloride is removed by distillation. The residue is taken up twice in absolute toluene, concentrated on a rotary evaporator and dried. There is thus obtained crude p-n-octylcinnamic acid chloride. Starting materials: [Br-], [Br-], [Br-], CCCC[N+](CCCC)(CCCC)CCCC, CCCC[N+](CCCC)(CCCC)CCCC, CCCC[N+](CCCC)(CCCC)CCCC, COC(=O)c1c(Cc2ccc(C(C)=O)cc2)c(=O)c2ccc(C)nc2n1-c1ccccc1, CO. Yields the product COC(=O)c1c(Cc2ccc(C(=O)CBr)cc2)c(=O)c2ccc(C)nc2n1-c1ccccc1. As a reaction SMILES: [Br-:1].[Br-:2].[Br-:3].[CH2:21]([N+:22]([CH2:23][CH2:24][CH2:25][CH3:26])([CH2:27][CH2:28][CH2:29][CH3:30])[CH2:31][CH2:32][CH2:33][CH3:34])[CH2:35][CH2:36][CH3:37].[CH2:38]([N+:39]([CH2:40][CH2:41][CH2:42][CH3:43])([CH2:44][CH2:45][CH2:46][CH3:47])[CH2:48][CH2:49][CH2:50][CH3:51])[CH2:52][CH2:53][CH3:54].[CH2:4]([N+:5]([CH2:6][CH2:7][CH2:8][CH3:9])([CH2:10][CH2:11][CH2:12][CH3:13])[CH2:14][CH2:15][CH2:16][CH3:17])[CH2:18][CH2:19][CH3:20].[CH3:55][O:56][C:57](=[O:58])[c:59]1[n:60](-[c:81]2[cH:82][cH:83][cH:84][cH:85][cH:86]2)[c:61]2[n:62][c:63]([CH3:80])[cH:64][cH:65][c:66]2[c:67](=[O:79])[c:68]1[CH2:69][c:70]1[cH:71][cH:72][c:73]([C:76]([CH3:77])=[O:78])[cH:74][cH:75]1.[CH3:87][OH:88]>>[Br:1][CH2:77][C:76]([c:73]1[cH:72][cH:71][c:70]([CH2:69][c:68]2[c:59]([C:57]([O:56][CH3:55])=[O:58])[n:60](-[c:81]3[cH:82][cH:83][cH:84][cH:85][cH:86]3)[c:61]3[n:62][c:63]([CH3:80])[cH:64][cH:65][c:66]3[c:67]2=[O:79])[cH:75][cH:74]1)=[O:78]. Reactants: ClC(=O)OC (methyl chloroformate), N1C=NC=C1 (imidazole), [H-].[Na+] (sodium hydride), ClC1=CC(=NC(=N1)N)N (6-chloro-2,4-diaminopyrimidine), potassium t-butylate, [H][H] (hydrogen). Run in O1CCCC1 (tetrahydrofuran), O1CCCC1 (tetrahydrofuran), CO (methanol), CN(C=O)C (dimethylformamide). Reaction conditions: time 1 hour. The product is ClC1=CC(=NC(=N1)NC(=O)OC)NC(=O)OC (dimethyl 6-chloro-2,4-pyrimidinedicarbamate). As a reaction SMILES: N1C=CN=C1.[H-].[Na+].[H][H].Cl[C:11]([O:13][CH3:14])=[O:12].[Cl:15][C:16]1[N:21]=[C:20]([NH2:22])[N:19]=[C:18]([NH2:23])[CH:17]=1>O1CCCC1.CN(C)C=O.CO>[Cl:15][C:16]1[N:21]=[C:20]([NH:22][C:11]([O:13][CH3:14])=[O:12])[N:19]=[C:18]([NH:23][C:11]([O:13][CH3:14])=[O:12])[CH:17]=1 |f:1.2|. Procedure: A solution of 2.7 g (0.041 mol) of imidazole in 50 ml of dry tetrahydrofuran is treated at 0° C. with 1.8 g (0.041 mol) of 55 to 60 percent sodium hydride. After the hydrogen formation has finished, 3.8 g (0.041 mol) of methyl chloroformate in 20 ml of dry tetrahydrofuran are added dropwise at 0° C., whereupon the suspension obtained is treated dropwise at 0° with a solution of 2.9 g (0.021 mol) of 6-chloro-2,4-diaminopyrimidine and 4.5 g (0.041 mol) of potassium t-butylate in 30 ml of dry dimet... Starting materials: CCOP(=O)(Cc1cnc([N+](=O)[O-])c(OC)c1)OCC, CO. Product: CCOP(=O)(Cc1cnc(N)c(OC)c1)OCC. As a reaction SMILES: [CH2:1]([CH3:2])[O:3][P:4]([O:5][CH2:6][CH3:7])(=[O:8])[CH2:9][c:10]1[cH:11][n:12][c:13]([N+:18]([O-:19])=[O:20])[c:14]([O:16][CH3:17])[cH:15]1.[CH3:21][OH:22]>>[CH2:1]([CH3:2])[O:3][P:4]([O:5][CH2:6][CH3:7])(=[O:8])[CH2:9][c:10]1[cH:11][n:12][c:13]([NH2:18])[c:14]([O:16][CH3:17])[cH:15]1.